Dataset: the Open Reaction Database (ORD), a public repository of structured organic reaction records. Task: describe an organic reaction: reactants, conditions, products, and yield Reactants: COC(=O)OC, CC1(c2ccccc2)CCCCC1=O, Cl, [H-], [Na+], c1ccccc1. Yields the product COC(=O)C1CCCC(C)(c2ccccc2)C1=O. Reaction SMILES: [CH3:18][O:19][C:20](=[O:21])[O:22][CH3:23].[CH3:1][C:2]1([c:9]2[cH:10][cH:11][cH:12][cH:13][cH:14]2)[C:3](=[O:8])[CH2:4][CH2:5][CH2:6][CH2:7]1.[ClH:17].[H-:15].[Na+:16].[cH:24]1[cH:25][cH:26][cH:27][cH:28][cH:29]1>>[CH3:1][C:2]1([c:9]2[cH:10][cH:11][cH:12][cH:13][cH:14]2)[C:3](=[O:8])[CH:4]([C:20]([O:19][CH3:18])=[O:21])[CH2:5][CH2:6][CH2:7]1.